This data is from the Open Reaction Database (ORD), a public repository of structured organic reaction records. The task is: describe an organic reaction: reactants, conditions, products, and yield Product: CC(C)(C)C(=O)NNC(=O)CCl. RXN SMILES: [C:14](=[O:15])([O-:16])[OH:17].[CH3:1][C:2]([C:3](=[O:4])[NH:5][NH2:6])([CH3:7])[CH3:8].[Cl:9][CH2:10][C:11](=[O:12])[Cl:13].[Na+:18].[O:19]1[CH2:20][CH2:21][CH2:22][CH2:23]1>>[CH3:1][C:2]([C:3](=[O:4])[NH:5][NH:6][C:11]([CH2:10][Cl:9])=[O:12])([CH3:7])[CH3:8]. The reactants are O=C([O-])O, CC(C)(C)C(=O)NN, O=C(Cl)CCl, [Na+], C1CCOC1. The reactants are ice water, C[Si](C)(C)[N-][Si](C)(C)C.[Li+] (lithium bis(trimethylsilyl)amide), solution, FC1=NC=C(C=C1C1=NC(=NC(=N1)C)N(CC1=CC=C(C=C1)OC)CC1=CC=C(C=C1)OC)CC1=CC=C(C=C1)S(=O)(=O)C (4-(2-Fluoro-5-(4-(methylsulfonyl)benzyl)pyridin-3-yl)-N,N-bis(4-methoxybenzyl)-6-methyl-1,3,5-triazin-2-amine), NC=1C=CC(=NC1)OC (5-amino-2-methoxypyridine). The solvent is O1CCCC1 (tetrahydrofuran), C1CCOC1 (THF), C(Cl)Cl (DCM). Product: COC1=CC=C(CN(C2=NC(=NC(=N2)C=2C(=NC=C(C2)CC2=CC=C(C=C2)S(=O)(=O)C)NC=2C=NC(=CC2)OC)C)CC2=CC=C(C=C2)OC)C=C1 (N,N-bis(4-methoxybenzyl)-4-(2-(6-methoxypyridin-3-ylamino)-5-(4-(methylsulfonyl)benzyl)pyridin-3-yl)-6-methyl-1,3,5-triazin-2-amine). Yield: 70.0%. RXN SMILES: F[C:2]1[C:7]([C:8]2[N:13]=[C:12]([CH3:14])[N:11]=[C:10]([N:15]([CH2:25][C:26]3[CH:31]=[CH:30][C:29]([O:32][CH3:33])=[CH:28][CH:27]=3)[CH2:16][C:17]3[CH:22]=[CH:21][C:20]([O:23][CH3:24])=[CH:19][CH:18]=3)[N:9]=2)=[CH:6][C:5]([CH2:34][C:35]2[CH:40]=[CH:39][C:38]([S:41]([CH3:44])(=[O:43])=[O:42])=[CH:37][CH:36]=2)=[CH:4][N:3]=1.[NH2:45][C:46]1[CH:47]=[CH:48][C:49]([O:52][CH3:53])=[N:50][CH:51]=1.C[Si]([N-][Si](C)(C)C)(C)C.[Li+]>C1COCC1.C(Cl)Cl>[CH3:24][O:23][C:20]1[CH:21]=[CH:22][C:17]([CH2:16][N:15]([CH2:25][C:26]2[CH:31]=[CH:30][C:29]([O:32][CH3:33])=[CH:28][CH:27]=2)[C:10]2[N:9]=[C:8]([C:7]3[C:2]([NH:45][C:46]4[CH:51]=[N:50][C:49]([O:52][CH3:53])=[CH:48][CH:47]=4)=[N:3][CH:4]=[C:5]([CH2:34][C:35]4[CH:40]=[CH:39][C:38]([S:41]([CH3:44])(=[O:42])=[O:43])=[CH:37][CH:36]=4)[CH:6]=3)[N:13]=[C:12]([CH3:14])[N:11]=2)=[CH:18][CH:19]=1 |f:2.3|. Procedure details: 4-(2-Fluoro-5-(4-(methylsulfonyl)benzyl)pyridin-3-yl)-N,N-bis(4-methoxybenzyl)-6-methyl-1,3,5-triazin-2-amine (503 mg, 0.820 mmol) and 5-amino-2-methoxypyridine (112 mg, 0.905 mmol) were dissolved in THF (8.0 mL) and the flask was cooled in an ice water bath while the reaction was stirred under nitrogen. Then, lithium bis(trimethylsilyl)amide (1.0 M solution in tetrahydrofuran (2.5 mL, 2.500 mmol) was added via syringe, and the reaction was stirred for 40 min. Then, the reaction was treated with... Reactants: FC1=NC=NC(=C1)N1CCN(CC1)C(C)C1=CC=C(C=C1)F (4-Fluoro-6-(4-(1-(4-fluorophenyl)ethyl)piperazin-1-yl)pyrimidine), C1(=NC=CC=2C(=CC=CC12)O)O (1,5-isoquinolinediol). Product: FC1=CC=C(C=C1)C(C)N1CCN(CC1)C1=CC(=NC=N1)OC1=C2C=CNC(C2=CC=C1)=O (5-(6-(4-(1-(4-Fluorophenyl)ethyl)piperazin-1-yl)pyrimidin-4-yloxy)isoquinolin-1(2H)-one). As a reaction SMILES: F[C:2]1[CH:7]=[C:6]([N:8]2[CH2:13][CH2:12][N:11]([CH:14]([C:16]3[CH:21]=[CH:20][C:19]([F:22])=[CH:18][CH:17]=3)[CH3:15])[CH2:10][CH2:9]2)[N:5]=[CH:4][N:3]=1.[C:23]1([OH:34])[C:32]2[CH:31]=[CH:30][CH:29]=[C:28]([OH:33])[C:27]=2[CH:26]=[CH:25][N:24]=1>>[F:22][C:19]1[CH:20]=[CH:21][C:16]([CH:14]([N:11]2[CH2:12][CH2:13][N:8]([C:6]3[N:5]=[CH:4][N:3]=[C:2]([O:33][C:28]4[CH:29]=[CH:30][CH:31]=[C:32]5[C:27]=4[CH:26]=[CH:25][NH:24][C:23]5=[O:34])[CH:7]=3)[CH2:9][CH2:10]2)[CH3:15])=[CH:17][CH:18]=1. Reported procedure: 4-Fluoro-6-(4-(1-(4-fluorophenyl)ethyl)piperazin-1-yl)pyrimidine, Example 33(a), (0.074 g, 0.24 mmol) was reacted with 1,5-isoquinolinediol (0.058 g, 0.36 mmol, Sigma) under the conditions of Example 70 to give the title compound. Mp: 249° C. MS (ESI, pos. ion) m/z: 446 (M+1). Reactants: BrC(Br)(Br)Br, COc1ccc(C=O)c(C)c1C, ClCCl, c1ccc(P(c2ccccc2)c2ccccc2)cc1. Product: COc1ccc(C=C(Br)Br)c(C)c1C. RXN SMILES: [C:13]([Br:14])([Br:15])([Br:16])[Br:17].[CH3:1][c:2]1[c:3]([CH:4]=[O:5])[cH:6][cH:7][c:8]([O:11][CH3:12])[c:9]1[CH3:10].[Cl:37][CH2:38][Cl:39].[c:18]1([P:19]([c:20]2[cH:21][cH:22][cH:23][cH:24][cH:25]2)[c:26]2[cH:27][cH:28][cH:29][cH:30][cH:31]2)[cH:32][cH:33][cH:34][cH:35][cH:36]1>>[CH3:1][c:2]1[c:3]([CH:4]=[C:13]([Br:14])[Br:15])[cH:6][cH:7][c:8]([O:11][CH3:12])[c:9]1[CH3:10]. Yields the product CCCCc1ncc(C=O)[nH]1. As a reaction SMILES: [CH2:1]([CH2:2][CH2:3][CH3:4])[c:5]1[n:6][cH:7][c:8]([CH:16]=[O:17])[n:9]1[S:10]([N:11]([CH3:12])[CH3:13])(=[O:14])=[O:15].[ClH:18].[Na+:23].[O-:19][C:20]([OH:21])=[O:22]>>[CH2:1]([CH2:2][CH2:3][CH3:4])[c:5]1[n:6][cH:7][c:8]([CH:16]=[O:17])[nH:9]1. Starting materials: CCCCc1ncc(C=O)n1S(=O)(=O)N(C)C, Cl, [Na+], O=C([O-])O.